This data is from the Open Reaction Database (ORD), a public repository of structured organic reaction records. The task is: describe an organic reaction: reactants, conditions, products, and yield Reactants: CCOP(OCC)OCC, CCOC(C)=O, Cc1cccc(Oc2cccc(CCl)c2)n1, O. The product is CCOP(=O)(Cc1cccc(Oc2cccc(C)n2)c1)OCC. Reaction SMILES: [CH2:17]([CH3:18])[O:19][P:20]([O:21][CH2:22][CH3:23])[O:24][CH2:25][CH3:26].[CH3:28][CH2:29][O:30][C:31](=[O:32])[CH3:33].[Cl:1][CH2:2][c:3]1[cH:4][c:5]([O:6][c:7]2[n:8][c:9]([CH3:13])[cH:10][cH:11][cH:12]2)[cH:14][cH:15][cH:16]1.[OH2:27]>>[CH2:2]([c:3]1[cH:4][c:5]([O:6][c:7]2[n:8][c:9]([CH3:13])[cH:10][cH:11][cH:12]2)[cH:14][cH:15][cH:16]1)[P:20]([O:19][CH2:17][CH3:18])([O:21][CH2:22][CH3:23])=[O:24]. Reactants: CI (methyl iodide), CC(C(CC)=O)=NO (pentane-2,3-dione 2-oxime), C([O-])([O-])=O.[K+].[K+] (potassium carbonate). The solvent is CC(=O)C (acetone). Conditions: time 12 hour. Product: CON=C(C)C(CC)=O (pentane-2,3-dione 2-(O-methyloxime)). As a reaction SMILES: CI.[CH3:3][C:4](=[N:9][OH:10])[C:5](=[O:8])[CH2:6][CH3:7].[C:11](=O)([O-])[O-].[K+].[K+]>CC(C)=O>[CH3:11][O:10][N:9]=[C:4]([C:5](=[O:8])[CH2:6][CH3:7])[CH3:3] |f:2.3.4|. Procedure details: 49.7 g (0.35 mol) of methyl iodide are added dropwise at room temperature to a solution of 40.2 g (0.55 mol) of pentane-2,3-dione 2-oxime and 52.0 g (0.38 mol) of potassium carbonate in 400 ml of acetone, and stirring is continued for 12 hours at this temperature. Starting materials: CC(=O)OC(C)=O, Cl, CCN(CC)CCN1C(=O)C(O)C(c2ccc(OC)cc2)Sc2c1ccc1ccccc21. The product is Cl, CCN(CC)CCN1C(=O)C(OC(C)=O)C(c2ccc(OC)cc2)Sc2c1ccc1ccccc21. Reaction SMILES: [CH3:34][C:35](=[O:36])[O:37][C:38](=[O:39])[CH3:40].[ClH:1].[OH:2][CH:3]1[C:4](=[O:33])[N:5]([CH2:26][CH2:27][N:28]([CH2:29][CH3:30])[CH2:31][CH3:32])[c:6]2[c:7]([c:18]3[cH:19][cH:20][cH:21][cH:22][c:23]3[cH:24][cH:25]2)[S:8][CH:9]1[c:10]1[cH:11][cH:12][c:13]([O:16][CH3:17])[cH:14][cH:15]1>>[ClH:1].[O:2]([CH:3]1[C:4](=[O:33])[N:5]([CH2:26][CH2:27][N:28]([CH2:29][CH3:30])[CH2:31][CH3:32])[c:6]2[c:7]([c:18]3[cH:19][cH:20][cH:21][cH:22][c:23]3[cH:24][cH:25]2)[S:8][CH:9]1[c:10]1[cH:11][cH:12][c:13]([O:16][CH3:17])[cH:14][cH:15]1)[C:35]([CH3:34])=[O:36]. RXN SMILES: [C:1]([CH3:2])([CH3:3])([CH3:4])[O:5][C:6](=[O:7])[CH2:8][c:9]1[c:10]([CH3:31])[n:11][c:12]2[n:13]([c:14]1-[c:15]1[c:16]([Cl:22])[cH:17][c:18]([Cl:21])[cH:19][cH:20]1)[cH:23][c:24]([C:26](=[O:27])[O:28][CH2:29][CH3:30])[n:25]2.[CH2:35]1[O:36][CH2:37][CH2:38][CH2:39]1.[Li+:33].[OH-:32].[OH2:34].[OH2:40]>>[C:1]([CH3:2])([CH3:3])([CH3:4])[O:5][C:6](=[O:7])[CH2:8][c:9]1[c:10]([CH3:31])[n:11][c:12]2[n:13]([c:14]1-[c:15]1[c:16]([Cl:22])[cH:17][c:18]([Cl:21])[cH:19][cH:20]1)[cH:23][c:24]([C:26](=[O:27])[OH:28])[n:25]2. Product: Cc1nc2nc(C(=O)O)cn2c(-c2ccc(Cl)cc2Cl)c1CC(=O)OC(C)(C)C. Reactants: CCOC(=O)c1cn2c(-c3ccc(Cl)cc3Cl)c(CC(=O)OC(C)(C)C)c(C)nc2n1, C1CCOC1, [Li+], [OH-], O, O. Starting materials: saturated aqueous solution, [Cl-].[NH4+] (ammonium chloride), Grignard reagent, ClC(C(=O)C=1SC=CC1)Cl (2-(dichloroacetyl)thiophene), [Mg] (magnesium), CI (methyl iodide), Grignard reagent, C[Mg]I (methylmagnesium iodide). Run in C(C)OCC (diethylether), C(C)OCC (diethylether), C(C)OCC (diethylether). The product is S1C(=CC=C1)C(C)(O)C(Cl)Cl (1-(2-thienyl)-1-dichloromethylethanol). Isolated yield 83.0%. Reaction SMILES: [Mg].[CH3:2]I.C[Mg]I.[Cl:7][CH:8]([Cl:16])[C:9]([C:11]1[S:12][CH:13]=[CH:14][CH:15]=1)=[O:10].[Cl-].[NH4+]>C(OCC)C>[S:12]1[CH:13]=[CH:14][CH:15]=[C:11]1[C:9]([CH:8]([Cl:16])[Cl:7])([OH:10])[CH3:2] |f:4.5|. Procedure details: Under an argon atmosphere, 0.54 g of magnesium turnings (22 mg atom) was mixed with dry diethylether (15 ml), and 3.72 g of methyl iodide (93% purity, 24 mmol) solution in dry diethylether (15 ml) was dropped gradually thereto to prepare Grignard reagent of methylmagnesium iodide. The Grignard reagent was gradually added in drop-wise into 3.60 g of 2-(dichloroacetyl)thiophene (18.5 mmol) solution in dry diethylether (15 ml) with cooling in an ice-water bath so as to maintain a temperature below ... The reactants are ClC1=CC=C2CC(C(C2=C1)=O)N1C(=NC=C1)C(=O)N (1-(6-chloro-1-oxo-2-indanyl)imidazole-2-carboxamide), Cl (hydrochloric acid). Solvent: CO (methanol). Product: Cl.ClC=1C=CC=2CC3=C(NC(C=4N3C=CN4)=O)C2C1 (7-chloro-5H, 10H-imidazo [1,2-a]indeno[1,2-e]pyrazin-4-one hydrochloride). Yield: 75.0%. Reaction SMILES: [Cl:1][C:2]1[CH:10]=[C:9]2[C:5]([CH2:6][CH:7]([N:12]3[CH:16]=[CH:15][N:14]=[C:13]3[C:17]([NH2:19])=[O:18])[C:8]2=O)=[CH:4][CH:3]=1.Cl>CO>[ClH:1].[Cl:1][C:2]1[CH:3]=[CH:4][C:5]2[CH2:6][C:7]3[N:12]4[CH:16]=[CH:15][N:14]=[C:13]4[C:17](=[O:18])[NH:19][C:8]=3[C:9]=2[CH:10]=1 |f:3.4|. Reported procedure: The procedure is carried out as in Example 1 but starting with 1 g of 1-(6-chloro-1-oxo-2-indanyl)imidazole-2-carboxamide, a total of 75 ml of methanol and 15 ml of 12N aqueous hydrochloric acid solution. 0.4 g of 7-chloro-5H, 10H-imidazo [1,2-a]indeno[1,2-e]pyrazin-4-one hydrochloride is obtained which decomposes without melting above 300° C. [NMR spectrum: (300 MHz; DMSO-d6 ; δ in ppm): 4.12 (s, 2H: --CH2-- in position 10); 7.44 (dd, J=8 and 1 Hz 1H: --H8); 7.66 (d, J=8 Hz, 1H: --H9); 7.95 and... Starting materials: C1CNCCN1, CCOc1nc(SC)nc(N2CCS(=O)CC2)c1[N+](=O)[O-], C1COCCO1. The product is CCOc1nc(N2CCNCC2)nc(N2CCS(=O)CC2)c1[N+](=O)[O-]. RXN SMILES: [CH2:1]1[CH2:2][NH:3][CH2:4][CH2:5][NH:6]1.[CH2:7]([CH3:8])[O:9][c:10]1[c:11]([N+:25](=[O:26])[O-:27])[c:12]([N:18]2[CH2:19][CH2:20][S:21](=[O:24])[CH2:22][CH2:23]2)[n:13][c:14]([S:16][CH3:17])[n:15]1.[O:28]1[CH2:29][CH2:30][O:31][CH2:32][CH2:33]1>>[CH2:1]1[CH2:2][N:3]([c:14]2[n:13][c:12]([N:18]3[CH2:19][CH2:20][S:21](=[O:24])[CH2:22][CH2:23]3)[c:11]([N+:25](=[O:26])[O-:27])[c:10]([O:9][CH2:7][CH3:8])[n:15]2)[CH2:4][CH2:5][NH:6]1.